Dataset: the Open Reaction Database (ORD), a public repository of structured organic reaction records. Task: describe an organic reaction: reactants, conditions, products, and yield The reactants are ClC1=C(C=CC(=C1)Cl)C(=NO)Cl (2,4-dichloro-N-hydroxybenzenecarboximidoyl chloride), ClC1=C(C=CC=C1)C#CC(=O)C=1C=NC=CC1 (3-(2-chlorophenyl)-1-(3-pyridyl)-2-propyn-1-one), C([O-])(O)=O.[Na+] (sodium bicarbonate), [Cl-] (chloride), C([O-])(O)=O.[Na+] (sodium bicarbonate). Run in C(C)(C)O (isopropyl alcohol), CCOCC (ether). Conditions: temperature 55 celsius. Yields the product ClC1=C(C=CC=C1)C1=C(C(=NO1)C1=C(C=C(C=C1)Cl)Cl)C(=O)C=1C=NC=CC1 (5-(2-chlorophenyl)-3-(2,4-dichlorophenyl)-4-[(3-pyridyl)carbonyl]isoxazole). Yield: 84.0%. RXN SMILES: [Cl:1][C:2]1[CH:7]=[C:6]([Cl:8])[CH:5]=[CH:4][C:3]=1[C:9](Cl)=[N:10][OH:11].[Cl:13][C:14]1[CH:19]=[CH:18][CH:17]=[CH:16][C:15]=1[C:20]#[C:21][C:22]([C:24]1[CH:25]=[N:26][CH:27]=[CH:28][CH:29]=1)=[O:23].C(=O)(O)[O-].[Na+].[Cl-]>C(O)(C)C.CCOCC>[Cl:13][C:14]1[CH:19]=[CH:18][CH:17]=[CH:16][C:15]=1[C:20]1[O:11][N:10]=[C:9]([C:3]2[CH:4]=[CH:5][C:6]([Cl:8])=[CH:7][C:2]=2[Cl:1])[C:21]=1[C:22]([C:24]1[CH:25]=[N:26][CH:27]=[CH:28][CH:29]=1)=[O:23] |f:2.3|. Procedure: A mixture of 56 mg (0.25 mmol) of 2,4-dichloro-N-hydroxybenzenecarboximidoyl chloride, 60 mg (0.25 mmol) of 3-(2-chlorophenyl)-1-(3-pyridyl)-2-propyn-1-one, and 30 mg (0.36 mmol) of sodium bicarbonate in 2.5 mL of isopropyl alcohol was heated at 55° C. overnight with shaking. An additional 30 mg of carboximidoyl chloride and 15 mg of sodium bicarbonate was then added, and the mixture was heated for another 20 hrs. The reaction mixture was cooled, diluted with ether, and then washed with saturate... The reactants are NC1=C(C(=CC(=C1)F)F)NC(=S)NC1=C(C=CC=C1Cl)Cl (1-(2-amino-4,6-difluorophenyl)-3-(2,6-dichlorophenyl)thiourea), CI (methyl iodide). As a reaction SMILES: [NH2:1][C:2]1[CH:7]=[C:6]([F:8])[CH:5]=[C:4]([F:9])[C:3]=1[NH:10][C:11]([NH:13][C:14]1[C:19]([Cl:20])=[CH:18][CH:17]=[CH:16][C:15]=1[Cl:21])=S.CI>>[ClH:20].[Cl:21][C:15]1[CH:16]=[CH:17][CH:18]=[C:19]([Cl:20])[C:14]=1[NH:13][C:11]1[NH:10][C:3]2[C:4]([F:9])=[CH:5][C:6]([F:8])=[CH:7][C:2]=2[N:1]=1 |f:2.3|. The product is Cl.ClC1=C(C(=CC=C1)Cl)NC=1NC2=C(N1)C=C(C=C2F)F (2-(2,6-Dichlorophenylamino)-4,6-difluorobenzimidazole hydrochloride). Procedure details: 2-(2,6-Dichlorophenylamino)-4,5-difluorobenzimidazole hydrochloride was obtained analogously to the procedure described in example 9b from 2 g of 1-(2-amino-4,6-difluorophenyl)-3-(2,6-dichlorophenyl)thiourea and 6.4 g of methyl iodide. Crystalline solid, m.p.: 232-234° C. Reactants: CC(C(=O)NC1=CC(=CC=C1)C1CCNCC1)C (2-methyl-N-[3-(4-piperidinyl)phenyl]propanamide), C1(=CC=CC=C1)CCCCCl (4-phenyl-1-chlorobutane), C(C)(C)N(CC)C(C)C (diisopropylethylamine). The reagents and catalysts are [I-].C(CCC)[N+](CCCC)(CCCC)CCCC (tetrabutylammonium iodide). Solvent: O1CCOCC1 (dioxane). The product is CC(C(=O)NC1=CC(=CC=C1)C1CCN(CC1)CCCCC1=CC=CC=C1)C (2-methyl-N-{3-[1-(4-phenylbutyl)-4-piperidinyl]phenyl}propanamide). Isolated yield 25.1%. RXN SMILES: [CH3:1][CH:2]([CH3:18])[C:3]([NH:5][C:6]1[CH:11]=[CH:10][CH:9]=[C:8]([CH:12]2[CH2:17][CH2:16][NH:15][CH2:14][CH2:13]2)[CH:7]=1)=[O:4].[C:19]1([CH2:25][CH2:26][CH2:27][CH2:28]Cl)[CH:24]=[CH:23][CH:22]=[CH:21][CH:20]=1.C(N(C(C)C)CC)(C)C>[I-].C([N+](CCCC)(CCCC)CCCC)CCC.O1CCOCC1>[CH3:1][CH:2]([CH3:18])[C:3]([NH:5][C:6]1[CH:11]=[CH:10][CH:9]=[C:8]([CH:12]2[CH2:17][CH2:16][N:15]([CH2:28][CH2:27][CH2:26][CH2:25][C:19]3[CH:24]=[CH:23][CH:22]=[CH:21][CH:20]=3)[CH2:14][CH2:13]2)[CH:7]=1)=[O:4] |f:3.4|. Procedure: A mixture of 2-methyl-N-[3-(4-piperidinyl)phenyl]propanamide (28.3 mg, 0.100 mmol), 4-phenyl-1-chlorobutane (21.1 mg, 0.125 mmol), diisopropylethylamine (0.50 mL), catalytic amount of tetrabutylammonium iodide and dioxane (2.0 mL) was heated at reflux temperature for 3 days. The reaction mixture was concentrated and chromatographed using preparative TLC plates [2.5% of NH3 (2.0 M in methanol) in CHCl3] afforded the product, 2-methyl-N-{3-[1-(4-phenylbutyl)-4-piperidinyl]phenyl}propanamide (9.50 ...